This data is from the Open Reaction Database (ORD), a public repository of structured organic reaction records. The task is: describe an organic reaction: reactants, conditions, products, and yield The reactants are COC(=O)c1ccn2cncc2c1Cl, Cc1ccccc1, Nc1ccc(C2CC2)cc1F, CC(C)Oc1cccc(OC(C)C)c1-c1ccccc1P(C1CCCCC1)C1CCCCC1, [K+], [K+], [K+], O=C(C=Cc1ccccc1)C=Cc1ccccc1, O=C(C=Cc1ccccc1)C=Cc1ccccc1, O=C(C=Cc1ccccc1)C=Cc1ccccc1, O=P([O-])([O-])[O-], [Pd], [Pd]. The product is COC(=O)c1ccn2cncc2c1Nc1ccc(C2CC2)cc1F. Reaction SMILES: [CH3:1][O:2][C:3](=[O:4])[c:5]1[c:6]([Cl:14])[c:7]2[n:8]([cH:9][cH:10]1)[cH:11][n:12][cH:13]2.[CH3:67][c:68]1[cH:69][cH:70][cH:71][cH:72][cH:73]1.[CH:15]1([c:18]2[cH:19][c:20]([F:25])[c:21]([NH2:22])[cH:23][cH:24]2)[CH2:16][CH2:17]1.[CH:26]1([P:27]([CH:28]2[CH2:29][CH2:30][CH2:31][CH2:32][CH2:33]2)[c:34]2[cH:35][cH:36][cH:37][cH:38][c:39]2-[c:40]2[c:41]([O:42][CH:43]([CH3:44])[CH3:45])[cH:46][cH:47][cH:48][c:49]2[O:50][CH:51]([CH3:52])[CH3:53])[CH2:54][CH2:55][CH2:56][CH2:57][CH2:58]1.[K+:64].[K+:65].[K+:66].[O:112]=[C:113]([CH:114]=[CH:115][c:116]1[cH:117][cH:118][cH:119][cH:120][cH:121]1)[CH:122]=[CH:123][c:124]1[cH:125][cH:126][cH:127][cH:128][cH:129]1.[O:76]=[C:77]([CH:78]=[CH:79][c:80]1[cH:81][cH:82][cH:83][cH:84][cH:85]1)[CH:86]=[CH:87][c:88]1[cH:89][cH:90][cH:91][cH:92][cH:93]1.[O:94]=[C:95]([CH:96]=[CH:97][c:98]1[cH:99][cH:100][cH:101][cH:102][cH:103]1)[CH:104]=[CH:105][c:106]1[cH:107][cH:108][cH:109][cH:110][cH:111]1.[P:59]([O-:60])([O-:61])([O-:62])=[O:63].[Pd:74].[Pd:75]>>[CH3:1][O:2][C:3](=[O:4])[c:5]1[c:6]([NH:22][c:21]2[c:20]([F:25])[cH:19][c:18]([CH:15]3[CH2:16][CH2:17]3)[cH:24][cH:23]2)[c:7]2[n:8]([cH:9][cH:10]1)[cH:11][n:12][cH:13]2. Starting materials: C1(=CC=CC=C1)OC(NC=1C(=NC(=C(C1)C(C)C)C)OC)=O (Phenyl-N-(5-isopropyl-2-methoxy-6-methylpyridin-3-yl)carbamate), FC1=C(C=CC=C1)N1CCNCC1 (1-(2-fluorophenyl)piperazine). Yields the product C(C)(C)C=1C=C(C(=NC1C)OC)NC(=O)N1CCN(CC1)C1=C(C=CC=C1)F (1-[(5-isopropyl-2-methoxy-6-methylpyridin-3-yl)aminocarbonyl]-4-(2-fluorophenyl)piperazine). Yield: 59.0%. Reaction SMILES: C1(O[C:8](=[O:22])[NH:9][C:10]2[C:11]([O:20][CH3:21])=[N:12][C:13]([CH3:19])=[C:14]([CH:16]([CH3:18])[CH3:17])[CH:15]=2)C=CC=CC=1.[F:23][C:24]1[CH:29]=[CH:28][CH:27]=[CH:26][C:25]=1[N:30]1[CH2:35][CH2:34][NH:33][CH2:32][CH2:31]1>>[CH:16]([C:14]1[CH:15]=[C:10]([NH:9][C:8]([N:33]2[CH2:32][CH2:31][N:30]([C:25]3[CH:26]=[CH:27][CH:28]=[CH:29][C:24]=3[F:23])[CH2:35][CH2:34]2)=[O:22])[C:11]([O:20][CH3:21])=[N:12][C:13]=1[CH3:19])([CH3:17])[CH3:18]. Procedure details: Phenyl-N-(5-isopropyl-2-methoxy-6-methylpyridin-3-yl)carbamate and 1-(2-fluorophenyl)piperazine were reacted by the same way with the example 1 to obtain the titled compound. Run at temperature 70 celsius. The yield is 26.0%. Procedure details: To a solution (10 ml) of ethyl 1-(3-cyano-4-(2-ethylbutoxy)phenyl)pyrazole-4-carboxylate (0.88 g) in ethanol was added 2 N aqueous sodium hydroxide solution (1.5 ml) with siring and the mixture was heated at 70° C. for 1 hour. After the completion of the reaction, the reaction mixture was poured into water and neutralized with acetic acid. The precipitated crystals were recrystallized from ethyl acetate to give 0.21 g of 1-(3-cyano-4-(2-ethylbutoxy)phenyl)pyrazole-4-carboxylic acid, melting poin... As a reaction SMILES: [C:1]([C:3]1[CH:4]=[C:5]([N:16]2[CH:20]=[C:19]([C:21]([O:23]CC)=[O:22])[CH:18]=[N:17]2)[CH:6]=[CH:7][C:8]=1[O:9][CH2:10][CH:11]([CH2:14][CH3:15])[CH2:12][CH3:13])#[N:2].[OH-].[Na+].O.C(O)(=O)C>C(O)C>[C:1]([C:3]1[CH:4]=[C:5]([N:16]2[CH:20]=[C:19]([C:21]([OH:23])=[O:22])[CH:18]=[N:17]2)[CH:6]=[CH:7][C:8]=1[O:9][CH2:10][CH:11]([CH2:14][CH3:15])[CH2:12][CH3:13])#[N:2] |f:1.2|. The solvent is C(C)O (ethanol). Yields the product C(#N)C=1C=C(C=CC1OCC(CC)CC)N1N=CC(=C1)C(=O)O (1-(3-cyano-4-(2-ethylbutoxy)phenyl)pyrazole-4-carboxylic acid). Starting materials: C(#N)C=1C=C(C=CC1OCC(CC)CC)N1N=CC(=C1)C(=O)OCC (ethyl 1-(3-cyano-4-(2-ethylbutoxy)phenyl)pyrazole-4-carboxylate), [OH-].[Na+] (sodium hydroxide), O (water), C(C)(=O)O (acetic acid). Starting materials: FC(C(=O)O)(F)F.NC=1C=C(C=CC1)N1C(C=CC2=C1N=C(N=C2)NC2=C(C=C(C=C2)N2CCN(CC2)C)OC)=O (8-(3-aminophenyl)-2-((2-methoxy-4-(4-methylpiperazin-1-yl)phenyl)amino)pyrido[2,3-d]pyrimidin-7(8H)-one 2,2,2-trifluoroacetate), C(\C=C\C)(=O)Cl ((E)-crotonoyl chloride). The product is COC1=C(C=CC(=C1)N1CCN(CC1)C)NC=1N=CC2=C(N1)N(C(C=C2)=O)C=2C=C(C=CC2)NC(\C=C\C)=O ((2E)-N-(3-(2-((2-methoxy-4-(4-methyl-1-piperazinyl)phenyl)amino)-7-oxopyrido[2,3-d]pyrimidin-8(7H)-yl)phenyl)-2-butenamide). Isolated yield 13.6%. As a reaction SMILES: FC(F)(F)C(O)=O.[NH2:8][C:9]1[CH:10]=[C:11]([N:15]2[C:20]3[N:21]=[C:22]([NH:25][C:26]4[CH:31]=[CH:30][C:29]([N:32]5[CH2:37][CH2:36][N:35]([CH3:38])[CH2:34][CH2:33]5)=[CH:28][C:27]=4[O:39][CH3:40])[N:23]=[CH:24][C:19]=3[CH:18]=[CH:17][C:16]2=[O:41])[CH:12]=[CH:13][CH:14]=1.[C:42](Cl)(=[O:46])/[CH:43]=[CH:44]/[CH3:45]>>[CH3:40][O:39][C:27]1[CH:28]=[C:29]([N:32]2[CH2:37][CH2:36][N:35]([CH3:38])[CH2:34][CH2:33]2)[CH:30]=[CH:31][C:26]=1[NH:25][C:22]1[N:23]=[CH:24][C:19]2[CH:18]=[CH:17][C:16](=[O:41])[N:15]([C:11]3[CH:10]=[C:9]([NH:8][C:42](=[O:46])/[CH:43]=[CH:44]/[CH3:45])[CH:14]=[CH:13][CH:12]=3)[C:20]=2[N:21]=1 |f:0.1|. Procedure: This compound (10 mg, 14% yield) as a yellow amorphous solid was prepared according to the procedures described for Example 1, using 8-(3-aminophenyl)-2-((2-methoxy-4-(4-methylpiperazin-1-yl)phenyl)amino)pyrido[2,3-d]pyrimidin-7(8H)-one 2,2,2-trifluoroacetate (1b, 78 mg, 0.14 mmol) and (E)-crotonoyl chloride (Sigma Aldrich, 0.013 mL, 0.14 mmol) as the starting materials. m/z (ESI, +ve ion) 526.3 (M+H)+. 1H NMR (400 MHz, DMSO-d6) δ ppm 10.17 (1H, s), 8.76 (1H, s), 8.17 (1H, br. s.), 7.92 (1H, d, ... The reactants are ClC=1C(=NC=NC1Cl)N (5,6-dichloropyrimidin-4-amine), N[C@H]1CN(CCC1)C(=O)OC(C)(C)C ((R)-tert-butyl 3-aminopiperidine-1-carboxylate), O(C1=CC=CC=C1)C1=CC=C(C=C1)B(O)O ((4-phenoxyphenyl)boronic acid), CN(C/C=C/C(=O)O)C ((E)-4-(dimethylamino)but-2-enoic acid). The product is NC1=C(C(=NC=N1)N[C@H]1CN(CCC1)C(\C=C\CN(C)C)=O)C1=CC=C(C=C1)OC1=CC=CC=C1 ((R,E)-1-(3-((6-amino-5-(4-phenoxyphenyl)pyrimidin-4-yl)amino)piperidin-1-yl)-4-(dimethylamino)but-2-en-1-one). Reaction SMILES: Cl[C:2]1[C:3]([NH2:9])=[N:4][CH:5]=[N:6][C:7]=1Cl.[NH2:10][C@@H:11]1[CH2:16][CH2:15][CH2:14][N:13]([C:17]([O:19]C(C)(C)C)=O)[CH2:12]1.[O:24]([C:31]1[CH:36]=[CH:35][C:34](B(O)O)=[CH:33][CH:32]=1)[C:25]1[CH:30]=[CH:29][CH:28]=[CH:27][CH:26]=1.[CH3:40][N:41]([CH3:48])[CH2:42]/[CH:43]=[CH:44]/C(O)=O>>[NH2:9][C:3]1[N:4]=[CH:5][N:6]=[C:7]([NH:10][C@@H:11]2[CH2:16][CH2:15][CH2:14][N:13]([C:17](=[O:19])/[CH:44]=[CH:43]/[CH2:42][N:41]([CH3:48])[CH3:40])[CH2:12]2)[C:2]=1[C:28]1[CH:29]=[CH:30][C:25]([O:24][C:31]2[CH:36]=[CH:35][CH:34]=[CH:33][CH:32]=2)=[CH:26][CH:27]=1. Procedure details: (R,E)-1-(3-((6-amino-5-(4-phenoxyphenyl)pyrimidin-4-yl)amino)piperidin-1-yl)-4-(dimethylamino)but-2-en-1-one was prepared from 5,6-dichloropyrimidin-4-amine, (R)-tert-butyl 3-aminopiperidine-1-carboxylate, (4-phenoxyphenyl)boronic acid, and (E)-4-(dimethylamino)but-2-enoic acid using methods B, C, D and E. HPLC purity: 100%. MS: m/z=473 [M+H]+. Starting materials: CC(C)(C)OC(=O)NC(Cc1ccc(-c2cc(=O)n(C(C)(C)C)s2)cc1)C(N)=O, Cc1ccccc1, ClCCl, O=C(O)C(F)(F)F. Yields the product O=C(O)C(F)(F)F, CC(C)(C)n1sc(-c2ccc(CC(N)C(N)=O)cc2)cc1=O. As a reaction SMILES: [C:1]([O:2][C:3](=[O:4])[NH:7][CH:8]([CH2:9][c:10]1[cH:11][cH:12][c:13](-[c:16]2[cH:17][c:18](=[O:25])[n:19]([C:21]([CH3:22])([CH3:23])[CH3:24])[s:20]2)[cH:14][cH:15]1)[C:26]([NH2:27])=[O:28])([CH3:5])([CH3:6])[CH3:29].[CH3:30][c:31]1[cH:32][cH:33][cH:34][cH:35][cH:36]1.[Cl:44][CH2:45][Cl:46].[F:37][C:38]([C:39](=[O:40])[OH:41])([F:42])[F:43]>>[F:37][C:38]([C:39](=[O:40])[OH:41])([F:42])[F:43].[NH2:7][CH:8]([CH2:9][c:10]1[cH:11][cH:12][c:13](-[c:16]2[cH:17][c:18](=[O:25])[n:19]([C:21]([CH3:22])([CH3:23])[CH3:24])[s:20]2)[cH:14][cH:15]1)[C:26]([NH2:27])=[O:28]. Reactants: sodium t-amylate, C(CC(C)C)O (isopentanol), ClC=1C(=NC(=NC1)Cl)Cl (trichloropyrimidine), C(CC(C)C)O (isopentanol). Reaction conditions: temperature 50 celsius. Yields the product CC(CCOC1=NC(=CC(=N1)OCCC(C)C)OCCC(C)C)C (2,4,6-tris(3-methylbut-1-oxy)pyrimidine). The yield is 98.7%. Reaction SMILES: Cl[C:2]1[C:3](Cl)=[N:4][C:5](Cl)=[N:6][CH:7]=1.[CH2:10]([OH:15])[CH2:11][CH:12]([CH3:14])[CH3:13]>>[CH3:13][CH:12]([CH3:14])[CH2:11][CH2:10][O:15][C:5]1[N:4]=[C:3]([O:15][CH2:10][CH2:11][CH:12]([CH3:14])[CH3:13])[CH:2]=[C:7]([O:15][CH2:10][CH2:11][CH:12]([CH3:14])[CH3:13])[N:6]=1. Procedure: 49.5 g (0.45 mol) of sodium t-amylate are dissolved in 200 ml of isopentanol at 50° C., and 13 ml (0.11 mol) of trichloropyrimidine in 50 ml of isopentanol are added dropwise to this solution over the course of 30 minutes. After the mixture has been warmed at 50° C. for one hour, thin-layer chromatography shows that the mixture no longer contains any starting material. The solvent is removed on a rotary evaporator, and the residue is poured into 200 ml of water. The mixture is extracted three ti... The reactants are [N+](=O)([O-])C1=CC=C(C=C1)N1CCC(CC1)C(=O)O (1-(4-nitrophenyl)piperidine-4-carboxylic acid), C(C(=O)Cl)(=O)Cl (oxalyl chloride). The reagents and catalysts are CN(C=O)C (N,N-dimethylformamide). The solvent is ClCCl (dichloromethane). Reaction conditions: temperature 60 celsius. Product: Cl.[N+](=O)([O-])C1=CC=C(C=C1)N1CCC(CC1)C(=O)Cl (1-(4-nitrophenyl)piperidine-4-carboxylic acid chloride hydrochloride). As a reaction SMILES: [N+:1]([C:4]1[CH:9]=[CH:8][C:7]([N:10]2[CH2:15][CH2:14][CH:13]([C:16]([OH:18])=O)[CH2:12][CH2:11]2)=[CH:6][CH:5]=1)([O-:3])=[O:2].C(Cl)(=O)C([Cl:22])=O>ClCCl.CN(C)C=O>[ClH:22].[N+:1]([C:4]1[CH:9]=[CH:8][C:7]([N:10]2[CH2:15][CH2:14][CH:13]([C:16]([Cl:22])=[O:18])[CH2:12][CH2:11]2)=[CH:6][CH:5]=1)([O-:3])=[O:2] |f:4.5|. Reported procedure: To a suspension of 1-(4-nitrophenyl)piperidine-4-carboxylic acid (0.75 g, 3.0 mmol) in dichloromethane (15 mL) is added oxalyl chloride (0.32 mL, 3.6 mmol) and then one drop of N,N-dimethylformamide. The reaction mixture is heated in a 60° C. oil bath under a nitrogen atmosphere for 30 minutes, concentrated under reduced pressure to provide 1-(4-nitrophenyl)piperidine-4-carboxylic acid chloride hydrochloride. N,N-dimethylethylenediamine (1.0 mmol) is added neat to 1-(4-nitrophenyl)piperidine-4-c...